Task: describe an organic reaction: reactants, conditions, products, and yield. Dataset: the Open Reaction Database (ORD), a public repository of structured organic reaction records Reactants: ClC1=C(N)C=C(C=C1)Cl (2,5-dichloroaniline), Cl (HCl). The solvent is CO (methanol). Run at temperature 25 celsius, time 30 minute. Product: Cl.ClC1=C(N)C=C(C=C1)Cl (2,5-dichloroaniline hydrochloride). Yield: 179.1%. RXN SMILES: [Cl:1][C:2]1[CH:8]=[CH:7][C:6]([Cl:9])=[CH:5][C:3]=1[NH2:4].Cl>CO>[ClH:1].[Cl:1][C:2]1[CH:8]=[CH:7][C:6]([Cl:9])=[CH:5][C:3]=1[NH2:4] |f:3.4|. Procedure details: To a solution of 2,5-dichloroaniline (Aldrich, 1.5 g, 9 mmol) in methanol (10 mL) was added methanolic HCl (1M, 30 mL) at 4° C., then the reaction mixture was stirred at 25° C. for 30 minutes. The resulting solution was then evaporated and dried under vacuum to afford 1.6 g of 2,5-dichloroaniline hydrochloride (88% yield).